describe an organic reaction: reactants, conditions, products, and yield From a dataset of the Open Reaction Database (ORD), a public repository of structured organic reaction records. Reactants: COc1ccc(Br)cc1, [Li]CCCC, C1CCOC1, CC(C)O, O=Cc1ccc2c(c1)OCO2, O. Product: COc1ccc(C(O)c2ccc3c(c2)OCO3)cc1. As a reaction SMILES: [Br:1][c:2]1[cH:3][cH:4][c:5]([O:8][CH3:9])[cH:6][cH:7]1.[CH2:10]([Li:11])[CH2:12][CH2:13][CH3:14].[CH2:30]1[O:31][CH2:32][CH2:33][CH2:34]1.[CH:26]([OH:27])([CH3:28])[CH3:29].[O:15]1[CH2:16][O:17][c:18]2[c:19]1[cH:20][cH:21][c:22]([CH:24]=[O:25])[cH:23]2.[OH2:35]>>[c:2]1([CH:24]([c:22]2[cH:21][cH:20][c:19]3[c:18]([cH:23]2)[O:17][CH2:16][O:15]3)[OH:25])[cH:3][cH:4][c:5]([O:8][CH3:9])[cH:6][cH:7]1.